From a dataset of the Open Reaction Database (ORD), a public repository of structured organic reaction records. describe an organic reaction: reactants, conditions, products, and yield Starting materials: COC(=O)C(C)C(=O)OC, CS(C)=O, [H-], CC(c1ccccc1)N1CC(CI)CC1=O, [Na+], O. Yields the product COC(=O)C(C)(CC1CC(=O)N(C(C)c2ccccc2)C1)C(=O)OC. RXN SMILES: [CH3:1][CH:2]([C:3](=[O:4])[O:5][CH3:6])[C:7](=[O:8])[O:9][CH3:10].[CH3:30][S:31]([CH3:32])=[O:33].[H-:12].[I:13][CH2:14][CH:15]1[CH2:16][C:17](=[O:28])[N:18]([CH:20]([CH3:21])[c:22]2[cH:23][cH:24][cH:25][cH:26][cH:27]2)[CH2:19]1.[Na+:11].[OH2:29]>>[CH3:1][C:2]([C:3](=[O:4])[O:5][CH3:6])([C:7](=[O:8])[O:9][CH3:10])[CH2:14][CH:15]1[CH2:16][C:17](=[O:28])[N:18]([CH:20]([CH3:21])[c:22]2[cH:23][cH:24][cH:25][cH:26][cH:27]2)[CH2:19]1. The reactants are [BH4-], O=C1CCCc2ccc(Br)cc21, CCO, [Na+]. The product is OC1CCCc2ccc(Br)cc21. Reaction SMILES: [BH4-:13].[Br:1][c:2]1[cH:3][cH:4][c:5]2[c:10]([cH:11]1)[C:9](=[O:12])[CH2:8][CH2:7][CH2:6]2.[CH3:15][CH2:16][OH:17].[Na+:14]>>[Br:1][c:2]1[cH:3][cH:4][c:5]2[c:10]([cH:11]1)[CH:9]([OH:12])[CH2:8][CH2:7][CH2:6]2. Starting materials: [Br-], CC[N+](CC)(CC)Cc1ccccc1, COc1cn[nH]c1, Cc1ccccc1, Cc1cccc(C)c1N(CCl)C(=O)CCl, [Na+], [OH-], O. The product is COc1cnn(CN(C(=O)CCl)c2c(C)cccc2C)c1. As a reaction SMILES: [Br-:26].[CH2:27]([N+:28]([CH2:29][CH3:30])([CH2:31][CH3:32])[CH2:33][CH3:34])[c:35]1[cH:36][cH:37][cH:38][cH:39][cH:40]1.[CH3:1][O:2][c:3]1[cH:4][n:5][nH:6][cH:7]1.[CH3:41][c:42]1[cH:43][cH:44][cH:45][cH:46][cH:47]1.[Cl:11][CH2:12][C:13](=[O:14])[N:15]([c:16]1[c:17]([CH3:23])[cH:18][cH:19][cH:20][c:21]1[CH3:22])[CH2:24][Cl:25].[Na+:9].[OH-:8].[OH2:10]>>[CH3:1][O:2][c:3]1[cH:4][n:5]([CH2:24][N:15]([C:13]([CH2:12][Cl:11])=[O:14])[c:16]2[c:17]([CH3:23])[cH:18][cH:19][cH:20][c:21]2[CH3:22])[n:6][cH:7]1. Reactants: O(C1=CC=CC=C1)C(=O)NN1CCC=CC1 (N-(phenoxycarbonylamino)-1,2,3,6-tetrahydropyridine), NC1=NC=NC=C1 (4-aminopyrimidine). The reagents and catalysts are CN(C1=CC=NC=C1)C (4-dimethylaminopyridine). The solvent is ClCCCl (1,2-dichloroethane). Product: N1=CN=C(C=C1)NC(=O)NN1CCC=CC1 (N-[(4-pyrimidinylcarbamoyl)amino]-1,2,3,6-tetrahydropyridine). Yield: 64.4%. As a reaction SMILES: O([C:8]([NH:10][N:11]1[CH2:16][CH:15]=[CH:14][CH2:13][CH2:12]1)=[O:9])C1C=CC=CC=1.[NH2:17][C:18]1[CH:23]=[CH:22][N:21]=[CH:20][N:19]=1>CN(C)C1C=CN=CC=1.ClCCCl>[N:21]1[CH:22]=[CH:23][C:18]([NH:17][C:8]([NH:10][N:11]2[CH2:16][CH:15]=[CH:14][CH2:13][CH2:12]2)=[O:9])=[N:19][CH:20]=1. Procedure details: A mixture of N-(phenoxycarbonylamino)-1,2,3,6-tetrahydropyridine (2.61 g), 4-aminopyrimidine (0.95 g) and 4-dimethylaminopyridine (1.83 g) in 1,2-dichloroethane (80 ml) was refluxed for 2.5 hours. The reaction mixture was evaporated to dryness. The crude residue was dissolved in ethyl acetate (50 ml) and washed with water (50 ml), and then extracted with 5% hydrochloric acid (30 ml×2). The extract was neutralized with sodium bicarbonate and further extracted with chloroform (30 ml×2). The chloro... The reactants are O, OCCC1CCc2onc(-c3ccccc3)c2C1O, Cc1ccc(S(=O)(=O)Cl)cc1, c1ccncc1. Yields the product Cc1ccc(S(=O)(=O)OCCC2CCc3onc(-c4ccccc4)c3C2O)cc1. RXN SMILES: [OH2:31].[OH:1][CH:2]1[CH:3]([CH2:17][CH2:18][OH:19])[CH2:4][CH2:5][c:6]2[c:7]1[c:8](-[c:11]1[cH:12][cH:13][cH:14][cH:15][cH:16]1)[n:9][o:10]2.[S:20](=[O:21])(=[O:22])([c:23]1[cH:24][cH:25][c:26]([CH3:27])[cH:28][cH:29]1)[Cl:30].[cH:32]1[cH:33][cH:34][n:35][cH:36][cH:37]1>>[OH:1][CH:2]1[CH:3]([CH2:17][CH2:18][O:19][S:20](=[O:21])(=[O:22])[c:23]2[cH:24][cH:25][c:26]([CH3:27])[cH:28][cH:29]2)[CH2:4][CH2:5][c:6]2[c:7]1[c:8](-[c:11]1[cH:12][cH:13][cH:14][cH:15][cH:16]1)[n:9][o:10]2. Product: FC1=C(C=C(C(=C1)C1CCOCC1)O)O (4-fluoro-6-(tetrahydropyran-4-yl)benzene-1,3-diol). Solvent: C(C)#N (acetonitrile). Run at time 16 hour. The reactants are [B-](F)(F)(F)F.[B-](F)(F)(F)F.C1C[N+]2(CC[N+]1(CC2)CCl)F (N-fluoro-N′-(chloromethyl)triethylenediamine bis(tetrafluoroborate)), O1CCC(CC1)C1=C(C=C(C=C1)O)O (4-(tetrahydropyran-4-yl)benzene-1,3-diol). Reported procedure: 3.65 g of N-fluoro-N′-(chloromethyl)triethylenediamine bis(tetrafluoroborate) are added to a solution of 2 g of 4-(tetrahydropyran-4-yl)benzene-1,3-diol (Example 1) in 20 ml of acetonitrile at 0° C. The reaction mixture is stirred for 16 hours at ambient temperature. The reaction mixture is extracted with ethyl acetate, and the organic phases are washed and then dried over sodium sulphate. The residue is chromatographed on silica gel (9/1 heptane/ethyl acetate). 200 mg of 4-fluoro-6-(tetrahydrop... RXN SMILES: [B-](F)(F)(F)F.[B-](F)(F)(F)F.C1[N+]2(CCl)CC[N+]([F:21])(CC2)C1.[O:22]1[CH2:27][CH2:26][CH:25]([C:28]2[CH:33]=[CH:32][C:31]([OH:34])=[CH:30][C:29]=2[OH:35])[CH2:24][CH2:23]1>C(#N)C>[F:21][C:32]1[CH:33]=[C:28]([CH:25]2[CH2:24][CH2:23][O:22][CH2:27][CH2:26]2)[C:29]([OH:35])=[CH:30][C:31]=1[OH:34] |f:0.1.2|. Isolated yield 9.2%. The reactants are CC(=O)c1ccc2c(c1)C(C)(C)CCC2, CCOC(C)=O, [O-]Cl, [Na+], [Na+], [Na+], [Na+], C1COCCO1, [OH-], O, O=S([O-])S(=O)(=O)[O-], O=S(=O)(O)O. The product is CC1(C)CCCc2ccc(C(=O)O)cc21. RXN SMILES: [C:1]([CH3:2])(=[O:3])[c:4]1[cH:5][c:6]2[c:11]([cH:12][cH:13]1)[CH2:10][CH2:9][CH2:8][C:7]2([CH3:14])[CH3:15].[CH3:35][CH2:36][O:37][C:38](=[O:39])[CH3:40].[Cl:18][O-:19].[Na+:17].[Na+:20].[Na+:28].[Na+:29].[O:41]1[CH2:42][CH2:43][O:44][CH2:45][CH2:46]1.[OH-:16].[OH2:47].[S:21](=[O:22])([S:23]([O-:24])=[O:25])([O-:26])=[O:27].[S:30](=[O:31])(=[O:32])([OH:33])[OH:34]>>[C:1]([OH:3])([c:4]1[cH:5][c:6]2[c:11]([cH:12][cH:13]1)[CH2:10][CH2:9][CH2:8][C:7]2([CH3:14])[CH3:15])=[O:22].